From a dataset of the Open Reaction Database (ORD), a public repository of structured organic reaction records. describe an organic reaction: reactants, conditions, products, and yield The reactants are C(CCC)N1C(NC(=C1CO)C1=CC=CC=C1)I ((1-Butyl-2-iodo-4-phenyl-3H-imidazol-5-yl)-methanol), ice, C(C)OC=1C=C(CN)C=CC1 (3-ethoxybenzylamine), C(=O)([O-])[O-].[K+].[K+] (K2CO3), O=S(Cl)Cl (SOCl2). Solvent: CN(C)C=O (DMF), C(Cl)Cl (CH2Cl2). Conditions: temperature 0 celsius, time 2 hour. Product: C(CCC)N1C(NC(=C1CNCC1=CC(=CC=C1)OCC)C1=CC=CC=C1)I ((1-Butyl-2-iodo-4-phenyl-3H-imidazol-5-ylmethyl)-(3-ethoxy-benzyl)-amine). As a reaction SMILES: [CH2:1]([N:5]1[C:9]([CH2:10]O)=[C:8]([C:12]2[CH:17]=[CH:16][CH:15]=[CH:14][CH:13]=2)[NH:7][CH:6]1[I:18])[CH2:2][CH2:3][CH3:4].O=S(Cl)Cl.[CH2:23]([O:25][C:26]1[CH:27]=[C:28]([CH:31]=[CH:32][CH:33]=1)[CH2:29][NH2:30])[CH3:24].C([O-])([O-])=O.[K+].[K+]>C(Cl)Cl.CN(C=O)C>[CH2:1]([N:5]1[C:9]([CH2:10][NH:30][CH2:29][C:28]2[CH:31]=[CH:32][CH:33]=[C:26]([O:25][CH2:23][CH3:24])[CH:27]=2)=[C:8]([C:12]2[CH:17]=[CH:16][CH:15]=[CH:14][CH:13]=2)[NH:7][CH:6]1[I:18])[CH2:2][CH2:3][CH3:4] |f:3.4.5|. Reported procedure: (1-Butyl-2-iodo-4-phenyl-3H-imidazol-5-yl)-methanol (1.96 g), prepared by the method given in Example 2, step 2, is dissolved in 20 mL CH2Cl2. The solution is cooled to 0° C. and 3 equivalents of SOCl2 are added. The resulting solution is stirred at room temperature for 2 hours and then evaporated to dryness. The residue is dissolved in 5 mL of DMF and added to an ice cooled solution of 2 equivalents of 3-ethoxybenzylamine and 2 equivalents K2CO3 in 10 mL DMF. The mixture is stirred overnight at... The reactants are O=C1OCCC1Br, CCCCCC, O=CC1CC2C=CC1C2, Cl, C1CCOC1, [Zn]. The product is O=C1OCCC1C(O)C1CC2C=CC1C2. Reaction SMILES: [Br:1][CH:2]1[C:3](=[O:4])[O:5][CH2:6][CH2:7]1.[CH3:24][CH2:25][CH2:26][CH2:27][CH2:28][CH3:29].[CH:8]12[CH:9]([CH:15]=[O:16])[CH2:10][CH:11]([CH:12]=[CH:13]1)[CH2:14]2.[ClH:22].[O:17]1[CH2:18][CH2:19][CH2:20][CH2:21]1.[Zn:23]>>[CH:2]1([CH:15]([CH:9]2[CH:8]3[CH:13]=[CH:12][CH:11]([CH2:10]2)[CH2:14]3)[OH:16])[C:3](=[O:4])[O:5][CH2:6][CH2:7]1. Reactants: ClC1=CC(=CC=C1)C(=O)OO (m-chloroperbenzoic acid), NC1=NC(=CC(=N1)NC(=O)OC)OS(=O)(=O)C1=CC=C(C=C1)C (methyl 2-amino-6-[(p-toluenesulfonyl)oxy]-4-pyrimidinecarbamate), CCCCCC (hexane). Solvent: C(Cl)Cl (methylene chloride), CO (methanol). Reaction conditions: time 2 hour. The product is NC1=NC(=CC(=[N+]1[O-])NC(=O)OC)OS(=O)(=O)C1=CC=C(C=C1)C (methyl 2-amino-6-[(p-toluenesulfonyl)oxy]-4-pyrimidinecarbamate-3-oxide). Reaction SMILES: ClC1C=CC=C(C(OO)=[O:9])C=1.[NH2:12][C:13]1[N:18]=[C:17]([NH:19][C:20]([O:22][CH3:23])=[O:21])[CH:16]=[C:15]([O:24][S:25]([C:28]2[CH:33]=[CH:32][C:31]([CH3:34])=[CH:30][CH:29]=2)(=[O:27])=[O:26])[N:14]=1.CCCCCC>C(Cl)Cl.CO>[NH2:12][C:13]1[N+:18]([O-:9])=[C:17]([NH:19][C:20]([O:22][CH3:23])=[O:21])[CH:16]=[C:15]([O:24][S:25]([C:28]2[CH:33]=[CH:32][C:31]([CH3:34])=[CH:30][CH:29]=2)(=[O:27])=[O:26])[N:14]=1. Procedure: 61.1 g (0.314 mol) of 88% m-chloroperbenzoic acid are added to a suspension of 50.7 g (0.15 mol) of methyl 2-amino-6-[(p-toluenesulfonyl)oxy]-4-pyrimidinecarbamate in 1800 ml of methylene chloride and 300 ml of methanol. The solution, which becomes clear after 2 hours, is stirred at room temperature overnight and thereafter warmed to 40° for 8 hours. 1800 ml of hexane are added to this solution and the mixture is cooled to 0° overnight, whereby there forms a crystalline precipitate which is filt... The reactants are CS(=O)(=O)C1=CC=C(C=O)C=C1 (4-methylsulphonylbenzaldehyde), C(C)OC(CC(=O)COC)=O (γ-methoxyacetoacetic acid ethyl ester), C(C)OC(\C=C(\C)/N)=O (β-aminocrotonic acid ethyl ester). The solvent is C(C)O (ethanol). The product is C(C)OC(=O)C1=C(NC(=C(C1C1=CC=C(C=C1)S(=O)(=O)C)C(=O)OCC)C)COC (2-methoxymethyl-6-methyl-4-(4'-methylsulphonylphenyl)-1,4-dihydropyridine-3,5-dicarboxylic acid diethyl ester). Isolated yield 65.0%. Reaction SMILES: [CH3:1][S:2]([C:5]1[CH:12]=[CH:11][C:8]([CH:9]=O)=[CH:7][CH:6]=1)(=[O:4])=[O:3].[CH2:13]([O:15][C:16](=[O:23])[CH2:17][C:18]([CH2:20][O:21][CH3:22])=O)[CH3:14].[CH2:24]([O:26][C:27](=[O:32])/[CH:28]=[C:29](\[NH2:31])/[CH3:30])[CH3:25]>C(O)C>[CH2:13]([O:15][C:16]([C:17]1[CH:9]([C:8]2[CH:11]=[CH:12][C:5]([S:2]([CH3:1])(=[O:4])=[O:3])=[CH:6][CH:7]=2)[C:28]([C:27]([O:26][CH2:24][CH3:25])=[O:32])=[C:29]([CH3:30])[NH:31][C:18]=1[CH2:20][O:21][CH3:22])=[O:23])[CH3:14]. Reported procedure: A solution of 9.2 g of 4-methylsulphonylbenzaldehyde, 8 g of γ-methoxyacetoacetic acid ethyl ester and 6.5 g of β-aminocrotonic acid ethyl ester in 40 ml of ethanol is heated to the boil and, after cooling, 2-methoxymethyl-6-methyl-4-(4'-methylsulphonylphenyl)-1,4-dihydropyridine-3,5-dicarboxylic acid diethyl ester is obtained in the form of yellow crystals of melting point 156°-158° C. Reactants: ice water, [I-].[K+] (potassium iodide), BrC(C(=O)OCC1=CC(=CC=C1)OC1=CC=CC=C1)C(C)C (m-phenoxybenzyl α-bromoisovalerate), CC1=C(N)C(=CC=C1)C (2,6-dimethylaniline). Solvent: S(O)(O)(=O)=O (sulfuric acid). Product: m-phenoxybenzyl ester, CC1=C(C(=CC=C1)C)N[C@@H](C(C)C)C(=O)O (N-(2,6-dimethylphenyl)valine). RXN SMILES: Br[CH:2]([CH:20]([CH3:22])[CH3:21])[C:3]([O:5]CC1C=CC=C(OC2C=CC=CC=2)C=1)=[O:4].[CH3:23][C:24]1[CH:30]=[CH:29][CH:28]=[C:27]([CH3:31])[C:25]=1[NH2:26].[I-].[K+]>S(=O)(=O)(O)O>[CH3:23][C:24]1[CH:30]=[CH:29][CH:28]=[C:27]([CH3:31])[C:25]=1[NH:26][C@H:2]([C:3]([OH:5])=[O:4])[CH:20]([CH3:22])[CH3:21] |f:2.3|. Reported procedure: To m-phenoxybenzyl α-bromoisovalerate (2 g, 0.0055 mole), 24°, is added 2,6-dimethylaniline (3.33 g, 0.0275 mole) followed by a catalytic amount of potassium iodide (20 mg). The reaction mixture is heated at about 120° for 48 hours, and then poured into ice-water (20 ml) and 2 N sulfuric acid (10 ml) and extracted with ether (3×30 ml). The combined ether extracts are washed with water (2×20 ml) until neutral and with brine (10 ml) followed by drying over calcium sulfate. The reaction product is ... Starting materials: CC(=O)C1=CC(=C(C=C1)F)[N+](=O)[O-] (4-Fluoro-3-nitroacetophenone), C(C)(=O)N1CCN(CC1)C=1C=C(N)C=CC1 (3-(1-acetylpiperazin-4-yl)aniline), O (water). The solvent is CN1CCCC1=O (NMP). Conditions: temperature 80 celsius. Yields the product C(C)(=O)C1=CC(=C(NC2=CC(=CC=C2)N2CCN(CC2)C(C)=O)C=C1)[N+](=O)[O-] (4-acetyl-N-(3-(1-acetylpiperazin-4-yl)phenyl)-2-nitroaniline). As a reaction SMILES: [CH3:1][C:2]([C:4]1[CH:9]=[CH:8][C:7](F)=[C:6]([N+:11]([O-:13])=[O:12])[CH:5]=1)=[O:3].[C:14]([N:17]1[CH2:22][CH2:21][N:20]([C:23]2[CH:24]=[C:25]([CH:27]=[CH:28][CH:29]=2)[NH2:26])[CH2:19][CH2:18]1)(=[O:16])[CH3:15].O>CN1C(=O)CCC1>[C:2]([C:4]1[CH:9]=[CH:8][C:7]([NH:26][C:25]2[CH:27]=[CH:28][CH:29]=[C:23]([N:20]3[CH2:19][CH2:18][N:17]([C:14](=[O:16])[CH3:15])[CH2:22][CH2:21]3)[CH:24]=2)=[C:6]([N+:11]([O-:13])=[O:12])[CH:5]=1)(=[O:3])[CH3:1]. Procedure details: A mixture of 1b (0.75 g, 4.1 mmol) and 2d (0.9 g, 4.1 mmol) in anhydrous NMP (2 ml) was heated to 80° C. overnight under a stream of nitrogen. After cooling water (20 ml) was added and the mixture was extracted with dichloromethane. The organic extract was dried over sodium sulfate and the solvent was removed under reduced pressure. The residue was purified by column-chromatography on silica gel using ethyl acetate as the eluent to yield 4-acetyl-N-(3-(1-acetylpiperazin-4-yl)phenyl)-2-nitroanili... Reactants: [Al+3], C1CCOC1, [H-], [H-], [H-], [H-], [Li+], COC(=O)CC1c2ccccc2-c2c(O)cccc21. Product: OCCC1c2ccccc2-c2c(O)cccc21. Reaction SMILES: [Al+3:21].[CH2:26]1[O:27][CH2:28][CH2:29][CH2:30]1.[H-:20].[H-:23].[H-:24].[H-:25].[Li+:22].[OH:1][c:2]1[cH:3][cH:4][cH:5][c:6]2[c:14]1-[c:13]1[c:8]([cH:9][cH:10][cH:11][cH:12]1)[CH:7]2[CH2:15][C:16](=[O:17])[O:18][CH3:19]>>[OH:1][c:2]1[cH:3][cH:4][cH:5][c:6]2[c:14]1-[c:13]1[c:8]([cH:9][cH:10][cH:11][cH:12]1)[CH:7]2[CH2:15][CH2:16][OH:17]. Starting materials: ClCCl, O=S(=O)(Cl)C1CCCC1, COC(=O)c1ccc(COc2cc(C(F)(F)F)ccc2N)cc1, O, c1ccc(P(c2ccccc2)c2ccccc2)cc1, c1ccncc1. The product is COC(=O)c1ccc(COc2cc(C(F)(F)F)ccc2NS(=O)C2CCCC2)cc1. RXN SMILES: [CH2:53]([Cl:54])[Cl:55].[CH:43]1([S:48](=[O:49])([Cl:50])=[O:51])[CH2:44][CH2:45][CH2:46][CH2:47]1.[NH2:1][c:2]1[c:3]([O:4][CH2:5][c:6]2[cH:7][cH:8][c:9]([C:10](=[O:11])[O:12][CH3:13])[cH:14][cH:15]2)[cH:16][c:17]([C:20]([F:21])([F:22])[F:23])[cH:18][cH:19]1.[OH2:52].[c:24]1([P:25]([c:26]2[cH:27][cH:28][cH:29][cH:30][cH:31]2)[c:32]2[cH:33][cH:34][cH:35][cH:36][cH:37]2)[cH:38][cH:39][cH:40][cH:41][cH:42]1.[cH:56]1[cH:57][cH:58][n:59][cH:60][cH:61]1>>[NH:1]([c:2]1[c:3]([O:4][CH2:5][c:6]2[cH:7][cH:8][c:9]([C:10](=[O:11])[O:12][CH3:13])[cH:14][cH:15]2)[cH:16][c:17]([C:20]([F:21])([F:22])[F:23])[cH:18][cH:19]1)[S:48]([CH:43]1[CH2:44][CH2:45][CH2:46][CH2:47]1)=[O:49]. The reactants are CO, CCCc1cc(C(=O)NCCC(=O)OCC)ccc1OC(C(=O)NS(=O)(=O)c1ccc(C(C)C)cc1)c1ccc2c(c1)OCO2, [Na+], [OH-]. The product is CCCc1cc(C(=O)NCCC(=O)O)ccc1OC(C(=O)NS(=O)(=O)c1ccc(C(C)C)cc1)c1ccc2c(c1)OCO2. As a reaction SMILES: [CH3:48][OH:49].[CH:1]([CH3:2])([CH3:3])[c:4]1[cH:5][cH:6][c:7]([S:10](=[O:11])(=[O:12])[NH:13][C:14]([CH:15]([c:16]2[cH:17][c:18]3[c:19]([cH:20][cH:21]2)[O:22][CH2:23][O:24]3)[O:25][c:26]2[c:27]([CH2:42][CH2:43][CH3:44])[cH:28][c:29]([C:32]([NH:33][CH2:34][CH2:35][C:36](=[O:37])[O:38][CH2:39][CH3:40])=[O:41])[cH:30][cH:31]2)=[O:45])[cH:8][cH:9]1.[Na+:47].[OH-:46]>>[CH:1]([CH3:2])([CH3:3])[c:4]1[cH:5][cH:6][c:7]([S:10](=[O:11])(=[O:12])[NH:13][C:14]([CH:15]([c:16]2[cH:17][c:18]3[c:19]([cH:20][cH:21]2)[O:22][CH2:23][O:24]3)[O:25][c:26]2[c:27]([CH2:42][CH2:43][CH3:44])[cH:28][c:29]([C:32]([NH:33][CH2:34][CH2:35][C:36](=[O:37])[OH:38])=[O:41])[cH:30][cH:31]2)=[O:45])[cH:8][cH:9]1. The reactants are [OH-].[K+] (KOH), ClC1=C(C(=C(C=C1OC)OC)Cl)C1=CC=C(C=2N=CC(=NC12)N(C)CCN(C)C)C#N (8-(2,6-dichloro-3,5-dimethoxy-phenyl)-2-[(2-dimethylamino-ethyl)-methyl-amino]-quinoxaline-5-carbonitrile), O (H2O). The solvent is C(CO)O (ethylene glycol), CCOCC.O (Et2O H2O). Run at temperature 150 celsius, time 48 hour. Yields the product ClC1=C(C(=C(C=C1OC)OC)Cl)C1=CC=C(C=2N=CC(=NC12)N(C)CCN(C)C)C(=O)O (8-(2,6-Dichloro-3,5-dimethoxy-phenyl)-2-[(2-dimethylamino-ethyl)-methyl-amino]-quinoxaline-5-carboxylic acid). As a reaction SMILES: [OH-:1].[K+].[Cl:3][C:4]1[C:9]([O:10][CH3:11])=[CH:8][C:7]([O:12][CH3:13])=[C:6]([Cl:14])[C:5]=1[C:15]1[C:24]2[N:23]=[C:22]([N:25]([CH2:27][CH2:28][N:29]([CH3:31])[CH3:30])[CH3:26])[CH:21]=[N:20][C:19]=2[C:18]([C:32]#N)=[CH:17][CH:16]=1.[OH2:34]>C(O)CO.CCOCC.O>[Cl:3][C:4]1[C:9]([O:10][CH3:11])=[CH:8][C:7]([O:12][CH3:13])=[C:6]([Cl:14])[C:5]=1[C:15]1[C:24]2[N:23]=[C:22]([N:25]([CH2:27][CH2:28][N:29]([CH3:31])[CH3:30])[CH3:26])[CH:21]=[N:20][C:19]=2[C:18]([C:32]([OH:34])=[O:1])=[CH:17][CH:16]=1 |f:0.1,5.6|. Procedure: A solution of KOH (268 mg, 4.79 mmol, 10 equiv) in H2O (2 mL) was added to 8-(2,6-dichloro-3,5-dimethoxy-phenyl)-2-[(2-dimethylamino-ethyl)-methyl-amino]-quinoxaline-5-carbonitrile (Step 85.2) (220 mg, 0.48 mmol) in ethylene glycol (2 mL). The reaction mixture was stirred at 150° C. for 48 h, allowed to cool to rt, diluted with Et2O/H2O, and extracted with Et2O. The aqueous phase was acidified to pH 5 by addition of 6 N HCl. Vacuum filtration of the resulting suspension afforded 450 mg of the ti...